From a dataset of the Open Reaction Database (ORD), a public repository of structured organic reaction records. describe an organic reaction: reactants, conditions, products, and yield Starting materials: O1C=C(C=C1)C=1SC(=CC1C(=O)NC(CNC(OC(C)(C)C)=O)CC1=CC=CC=C1)C1=CC=NN1C (1,1-dimethylethyl [2-({[2-(3-furanyl)-5-(1-methyl-1H-pyrazol-5-yl)-3-thienyl]carbonyl}amino)-3-phenylpropyl]carbamate). The solvent is C(=O)(C(F)(F)F)O.C(Cl)Cl (TFA DCM). Conditions: time 30 minute. Product: NCC(CC1=CC=CC=C1)NC(=O)C1=C(SC(=C1)C1=CC=NN1C)C1=COC=C1 (N-[2-amino-1-(phenylmethyl)ethyl]-2-(3-furanyl)-5-(1-methyl-1H-pyrazol-5-yl)-3-thiophenecarboxamide). Reaction SMILES: [O:1]1[CH:5]=[CH:4][C:3]([C:6]2[S:7][C:8]([C:31]3[N:35]([CH3:36])[N:34]=[CH:33][CH:32]=3)=[CH:9][C:10]=2[C:11]([NH:13][CH:14]([CH2:24][C:25]2[CH:30]=[CH:29][CH:28]=[CH:27][CH:26]=2)[CH2:15][NH:16]C(=O)OC(C)(C)C)=[O:12])=[CH:2]1>C(O)(C(F)(F)F)=O.C(Cl)Cl>[NH2:16][CH2:15][CH:14]([NH:13][C:11]([C:10]1[CH:9]=[C:8]([C:31]2[N:35]([CH3:36])[N:34]=[CH:33][CH:32]=2)[S:7][C:6]=1[C:3]1[CH:4]=[CH:5][O:1][CH:2]=1)=[O:12])[CH2:24][C:25]1[CH:30]=[CH:29][CH:28]=[CH:27][CH:26]=1 |f:1.2|. Procedure details: A solution of 1,1-dimethylethyl [2-({[2-(3-furanyl)-5-(1-methyl-1H-pyrazol-5-yl)-3-thienyl]carbonyl}amino)-3-phenylpropyl]carbamate (crude from part e) in TFA-DCM (3 mL, 1:2) was stirred at 25° C. After 30 min, the solution was concentrated and the residue passed through a silica plug (3% MeOH in DCM (1% NH4OH)) affording the free base of the title compound. Reactants: CCCCN=C=O, CC#N, C=C1N(C)C(=O)OC12CCNCC2. The product is C=C1N(C)C(=O)OC12CCN(C(=O)NCCCC)CC2. RXN SMILES: [CH3:1][CH2:2][CH2:3][CH2:4][N:5]=[C:6]=[O:7].[CH3:21][C:22]#[N:23].[CH3:8][N:9]1[C:10](=[O:20])[O:11][C:12]2([C:13]1=[CH2:14])[CH2:15][CH2:16][NH:17][CH2:18][CH2:19]2>>[CH3:1][CH2:2][CH2:3][CH2:4][NH:5][C:6](=[O:7])[N:17]1[CH2:16][CH2:15][C:12]2([O:11][C:10](=[O:20])[N:9]([CH3:8])[C:13]2=[CH2:14])[CH2:19][CH2:18]1.